Dataset: the Open Reaction Database (ORD), a public repository of structured organic reaction records. Task: describe an organic reaction: reactants, conditions, products, and yield Reactants: ClC1=CC=C(C=C1)C1C(N(C(=CC1=O)C(F)(F)F)C)=O (3-(4-chlorophenyl)-2,4-dioxo-1-methyl-6-trifluoromethyl-1,2,3,4-tetrahydropyridine), P(=O)(Cl)(Cl)Cl (phosphorus oxychloride). The solvent is CCN(CC)C=1C=CC=CC1 (diethylaniline). Run at temperature 110 celsius, time 4 hour. The product is N1C(C=CC=C1)=O (2-pyridone), N1=CCC(C=C1)=O (4-pyridone). The yield is 29.0%. As a reaction SMILES: ClC1C=CC([CH:8]2[C:13](=[O:14])[CH:12]=[C:11](C(F)(F)F)[N:10](C)[C:9]2=[O:20])=CC=1.P(Cl)(Cl)(Cl)=O>CCN(C1C=CC=CC=1)CC>[NH:10]1[CH:11]=[CH:12][CH:13]=[CH:8][C:9]1=[O:20].[N:10]1[CH:9]=[CH:8][C:13](=[O:14])[CH2:12][CH:11]=1. Procedure: 3.3 g (10.9 mmol) of 3-(4-chlorophenyl)-2,4-dioxo-1-methyl-6-trifluoromethyl-1,2,3,4-tetrahydropyridine was added to 8.3 g (42.3 mmol) of phosphorus oxychloride and 30 ml of diethylaniline, followed by stirring at from 100 to 120° C. for 4 hours. The reaction solution was distilled off under reduced pressure, and ethyl acetate was added to the obtained residue, followed by washing with water and a saturated sodium hydrogencarbonate aqueous solution. The organic layer was dried over anhydrous mag... Starting materials: NC1=C(C=C(C(=O)OCC)C=C1)Cl (Ethyl 4-amino-3-chlorobenzoate), CCN(CC)CCNC(=O)C1=CC(=C(C=C1)N)Cl (3-chloro-procainamide), C(=O)(C=1NC=CN1)C=1NC=CN1 (Carbonyl diimidazole), N,N′-diethylenediamine, C(C)N(CCNC(C1=CC(=C(C=C1)N)Cl)=O)CC (N-(2-diethylamino-ethyl)-4-amino-3-chlorobenzamide), ( 1b ), C(=O)=O (CO2). Solvent: C1CCOC1 (THF), C(Cl)Cl (CH2Cl2), CO (MeOH). Run at temperature 35 celsius, time 1 hour. Product: NC1=C(C=C(C(=O)O)C=C1)Cl (4-Amino-3-chlorobenzoic acid). Reaction SMILES: CCN(CCNC(C1C=CC(N)=C(Cl)C=1)=O)CC.[NH2:19][C:20]1[CH:30]=[CH:29][C:23]([C:24]([O:26]CC)=[O:25])=[CH:22][C:21]=1[Cl:31].C(C1NC=CN=1)(C1NC=CN=1)=O.C(=O)=O>C1COCC1.CO.C(Cl)Cl>[NH2:19][C:20]1[CH:30]=[CH:29][C:23]([C:24]([OH:26])=[O:25])=[CH:22][C:21]=1[Cl:31]. Reported procedure: 3-chloro-procainamide, free base, [N-(2-diethylamino-ethyl)-4-amino-3-chlorobenzamide, free base] (1b). The acid (2), 10 g (0.058 moles) was dissolved in 800 mL of anhydrous THF. Carbonyl diimidazole, 11.1 g (0.067 moles), was added in one portion and the mixture was warmed to 35° C. CO2 began to slowly evolve and then increased rapidly. After one hour, all evolution of gas ceased and the mixture was warmed to 45° C. for fifteen minutes to insure that all of the acid had reacted. N,N′-diethylene... Reaction SMILES: [C:26]([CH3:27])([CH3:28])([CH3:29])[O:30][C:31](=[O:32])[n:33]1[n:34][c:35]([NH:42][CH2:43][CH3:44])[c:36]2[cH:37][cH:38][cH:39][cH:40][c:41]12.[CH2:45]1[O:46][CH2:47][CH2:48][CH2:49]1.[Cl:1][c:2]1[cH:3][c:4]([NH:11][S:12](=[O:13])(=[O:14])[c:15]2[cH:16][c:17]([C:22]([F:23])([F:24])[F:25])[c:18]([Cl:21])[cH:19][cH:20]2)[c:5]([C:8](=[O:9])[Cl:10])[n:6][cH:7]1>>[Cl:1][c:2]1[cH:3][c:4]([NH:11][S:12](=[O:13])(=[O:14])[c:15]2[cH:16][c:17]([C:22]([F:23])([F:24])[F:25])[c:18]([Cl:21])[cH:19][cH:20]2)[c:5]([C:8](=[O:9])[N:42]([c:35]2[n:34][n:33]([C:31]([O:30][C:26]([CH3:27])([CH3:28])[CH3:29])=[O:32])[c:41]3[c:36]2[cH:37][cH:38][cH:39][cH:40]3)[CH2:43][CH3:44])[n:6][cH:7]1. Product: CCN(C(=O)c1ncc(Cl)cc1NS(=O)(=O)c1ccc(Cl)c(C(F)(F)F)c1)c1nn(C(=O)OC(C)(C)C)c2ccccc12. The reactants are CCNc1nn(C(=O)OC(C)(C)C)c2ccccc12, C1CCOC1, O=C(Cl)c1ncc(Cl)cc1NS(=O)(=O)c1ccc(Cl)c(C(F)(F)F)c1. Starting materials: BrCCC1=CC=CC=C1 (2-bromoethylbenzene), [Cl-].[NH4+] (ammonium chloride), ClC1=C(C=CC=C1)C=1C2=C(NC(CN1)=O)SC1=C2CCN(C1)C(=O)OCC (ethyl 5-(2-chlorophenyl)-1,2,3,6,7,9-hexahydro-2-oxo-8H-pyrido[4′,3′:4,5]thieno[2,3-e]-1,4-diazepine-8-carboxylate), [H-].[Na+] (Sodium hydride). Run in CN(C=O)C (dimethylformamide). Run at temperature 50 celsius, time 16 hour. Yields the product ClC1=C(C=CC=C1)C=1C2=C(N(C(CN1)=O)CCC1=CC=CC=C1)SC1=C2CCN(C1)C(=O)OCC (ethyl 5-(2-chlorophenyl)-1,2,3,6,7,9-hexahydro-2-oxo-1-(2-phenylethyl)-8H-pyrido[4′,3′:4,5]thieno[2,3-e]-1,4-diazepine-8-carboxylate), powder. Isolated yield 89.0%. Reaction SMILES: [Cl:1][C:2]1[CH:7]=[CH:6][CH:5]=[CH:4][C:3]=1[C:8]1[C:9]2[C:18]3[CH2:19][CH2:20][N:21]([C:23]([O:25][CH2:26][CH3:27])=[O:24])[CH2:22][C:17]=3[S:16][C:10]=2[NH:11][C:12](=[O:15])[CH2:13][N:14]=1.[H-].[Na+].Br[CH2:31][CH2:32][C:33]1[CH:38]=[CH:37][CH:36]=[CH:35][CH:34]=1.[Cl-].[NH4+]>CN(C)C=O>[Cl:1][C:2]1[CH:7]=[CH:6][CH:5]=[CH:4][C:3]=1[C:8]1[C:9]2[C:18]3[CH2:19][CH2:20][N:21]([C:23]([O:25][CH2:26][CH3:27])=[O:24])[CH2:22][C:17]=3[S:16][C:10]=2[N:11]([CH2:31][CH2:32][C:33]2[CH:38]=[CH:37][CH:36]=[CH:35][CH:34]=2)[C:12](=[O:15])[CH2:13][N:14]=1 |f:1.2,4.5|. Reported procedure: 18 g of ethyl 5-(2-chlorophenyl)-1,2,3,6,7,9-hexahydro-2-oxo-8H-pyrido[4′,3′:4,5]thieno[2,3-e]-1,4-diazepine-8-carboxylate (4.46 mmol) is solubilized under argon, in 180 ml of anhydrous dimethylformamide. Sodium hydride at 60% (1.784 g, 4.46 mmol) is added then the reaction medium is heated for approximately 30 minutes at 50° C. until there is no more release. The reaction medium is cooled down to a temperature around 20° C. then 2-bromoethylbenzene (6.2 ml, 4.46 mmol) is added with a syringe. A... Reaction SMILES: [CH2:1]([c:2]1[cH:3][cH:4][cH:5][cH:6][cH:7]1)[c:8]1[cH:9][c:10](-[c:23]2[n:24][c:25]([N:30]([CH2:31][c:32]3[cH:33][cH:34][c:35]([O:36][CH3:37])[cH:38][cH:39]3)[CH2:40][c:41]3[cH:42][cH:43][c:44]([O:45][CH3:46])[cH:47][cH:48]3)[n:26][c:27]([CH3:29])[n:28]2)[c:11]([NH:14][c:15]2[cH:16][n:17][c:18]([O:21][CH3:22])[cH:19][cH:20]2)[n:12][cH:13]1.[F:49][C:50]([F:51])([F:52])[C:53]([OH:54])=[O:55].[OH:56][S:57]([C:58]([F:59])([F:60])[F:61])(=[O:62])=[O:63]>>[CH2:1]([c:2]1[cH:3][cH:4][cH:5][cH:6][cH:7]1)[c:8]1[cH:9][c:10](-[c:23]2[n:24][c:25]([NH2:30])[n:26][c:27]([CH3:29])[n:28]2)[c:11]([NH:14][c:15]2[cH:16][n:17][c:18]([O:21][CH3:22])[cH:19][cH:20]2)[n:12][cH:13]1. Yields the product COc1ccc(Nc2ncc(Cc3ccccc3)cc2-c2nc(C)nc(N)n2)cn1. Starting materials: COc1ccc(CN(Cc2ccc(OC)cc2)c2nc(C)nc(-c3cc(Cc4ccccc4)cnc3Nc3ccc(OC)nc3)n2)cc1, O=C(O)C(F)(F)F, O=S(=O)(O)C(F)(F)F. Reactants: ClCCCl, COC(=O)c1ccc(C(=O)O)c(OC)c1, CNCCN1CCC(OC(=O)Nc2ccccc2-c2ccccc2)CC1, CCN(C(C)C)C(C)C, CN(C)C=O, On1nnc2cccnc21. Yields the product COC(=O)c1ccc(C(=O)N(C)CCN2CCC(OC(=O)Nc3ccccc3-c3ccccc3)CC2)c(OC)c1. Reaction SMILES: [CH2:16]([Cl:17])[CH2:18][Cl:19].[CH3:1][O:2][C:3]([c:4]1[cH:5][c:6]([O:13][CH3:14])[c:7]([C:8](=[O:9])[OH:10])[cH:11][cH:12]1)=[O:15].[CH3:39][NH:40][CH2:41][CH2:42][N:43]1[CH2:44][CH2:45][CH:46]([O:49][C:50]([NH:51][c:52]2[c:53](-[c:58]3[cH:59][cH:60][cH:61][cH:62][cH:63]3)[cH:54][cH:55][cH:56][cH:57]2)=[O:64])[CH2:47][CH2:48]1.[CH:30]([N:31]([CH2:32][CH3:33])[CH:34]([CH3:35])[CH3:36])([CH3:37])[CH3:38].[O:65]=[CH:66][N:67]([CH3:68])[CH3:69].[OH:20][n:21]1[c:22]2[n:23][cH:24][cH:25][cH:26][c:27]2[n:28][n:29]1>>[CH3:1][O:2][C:3]([c:4]1[cH:5][c:6]([O:13][CH3:14])[c:7]([C:8](=[O:10])[N:40]([CH3:39])[CH2:41][CH2:42][N:43]2[CH2:44][CH2:45][CH:46]([O:49][C:50]([NH:51][c:52]3[c:53](-[c:58]4[cH:59][cH:60][cH:61][cH:62][cH:63]4)[cH:54][cH:55][cH:56][cH:57]3)=[O:64])[CH2:47][CH2:48]2)[cH:11][cH:12]1)=[O:15]. Reactants: CCN1C(=O)C(C)(C)c2cc3[nH]c(-c4n[nH]cc4N)nc3cc21, O=C(Cl)Oc1ccccc1. The product is CCN1C(=O)C(C)(C)c2cc3[nH]c(-c4n[nH]cc4NC(=O)Oc4ccccc4)nc3cc21. As a reaction SMILES: [NH2:1][c:2]1[c:3](-[c:7]2[n:8][c:9]3[c:10]([cH:11][c:12]4[c:16]([cH:17]3)[N:15]([CH2:18][CH3:19])[C:14](=[O:20])[C:13]4([CH3:21])[CH3:22])[nH:23]2)[n:4][nH:5][cH:6]1.[c:24]1([O:30][C:31](=[O:32])[Cl:33])[cH:25][cH:26][cH:27][cH:28][cH:29]1>>[NH:1]([c:2]1[c:3](-[c:7]2[n:8][c:9]3[c:10]([cH:11][c:12]4[c:16]([cH:17]3)[N:15]([CH2:18][CH3:19])[C:14](=[O:20])[C:13]4([CH3:21])[CH3:22])[nH:23]2)[n:4][nH:5][cH:6]1)[C:31]([O:30][c:24]1[cH:25][cH:26][cH:27][cH:28][cH:29]1)=[O:32].